describe an organic reaction: reactants, conditions, products, and yield From a dataset of the Open Reaction Database (ORD), a public repository of structured organic reaction records. Solvent: CN(C)C=O (DMF). Procedure: 10.2 mL benzylchloride was added to 10 g piperidine-4-carboxylic acid amide and 21.6 g potassiumcarbonate in 280 mL DMF at 5° C. The reaction was stirred over night at RT. The solvent was removed and the residue was dissolved in water and dichlormethane. The organic layer was separated and evaporated. The residue was purified by column chromatographie (silica gel, eluent: dichlormethane/methanol 95:5 to 90:10) to give 9.8 g of the desired product. The reactants are C(C1=CC=CC=C1)Cl (benzylchloride), N1CCC(CC1)C(=O)N (piperidine-4-carboxylic acid amide), C([O-])([O-])=O.[K+].[K+] (potassiumcarbonate). As a reaction SMILES: [CH2:1](Cl)[C:2]1[CH:7]=[CH:6][CH:5]=[CH:4][CH:3]=1.[NH:9]1[CH2:14][CH2:13][CH:12]([C:15]([NH2:17])=[O:16])[CH2:11][CH2:10]1.C(=O)([O-])[O-].[K+].[K+]>CN(C=O)C>[CH2:1]([N:9]1[CH2:14][CH2:13][CH:12]([C:15]([NH2:17])=[O:16])[CH2:11][CH2:10]1)[C:2]1[CH:7]=[CH:6][CH:5]=[CH:4][CH:3]=1 |f:2.3.4|. Yields the product C(C1=CC=CC=C1)N1CCC(CC1)C(=O)N (1-Benzyl-piperidine-4-carboxylic acid amide). The reactants are C(Cl)(Cl)Cl (chloroform), DNA, C1(=CC=CC=C1)O (phenol), C(Cl)(Cl)Cl (chloroform). Run in O (water), O (water), O (water). Run at time 1.5 minute. Yields the product C1(=CC=CC=C1)O.C(Cl)(Cl)Cl (Phenol chloroform). As a reaction SMILES: [C:1]1([OH:7])[CH:6]=[CH:5][CH:4]=[CH:3][CH:2]=1.[CH:8]([Cl:11])([Cl:10])[Cl:9]>O>[C:1]1([OH:7])[CH:6]=[CH:5][CH:4]=[CH:3][CH:2]=1.[CH:8]([Cl:11])([Cl:10])[Cl:9] |f:3.4|. Reported procedure: Sterile water was added to the sample DNA liquid to a total of 100 μl, and 50 μl of TE saturated phenol (Nippon Gene) and 50 μl of chloroform (Wako) were added and agitated for 1 to 2 minutes in a tube mixer to inactivate the protein. After 5 minutes of centrifugation at 14,000 rpm, the water layer alone was transferred to a 1.5 ml tube. 100 μl of chloroform was added, followed by centrifugation for 5 minutes at 14,000 rpm in a vortex mixer. The water layer alone was transferred to a 1.5 ml tube...